From a dataset of the Open Reaction Database (ORD), a public repository of structured organic reaction records. describe an organic reaction: reactants, conditions, products, and yield The reactants are CC(=O)O[BH-](OC(C)=O)OC(C)=O, C1CCOC1, CCOC(C)=O, CC(=O)O, CC(C)=O, Cl, CCOC(=O)CN, [Na+], [Na+], [OH-], O. Yields the product CCOC(=O)CNC(C)C. Reaction SMILES: [C:13]([O:14][BH-:15]([O:16][C:17](=[O:18])[CH3:19])[O:20][C:21](=[O:22])[CH3:23])(=[O:24])[CH3:25].[CH2:29]1[O:30][CH2:31][CH2:32][CH2:33]1.[CH3:34][CH2:35][O:36][C:37](=[O:38])[CH3:39].[CH3:41][C:42](=[O:43])[OH:44].[CH3:9][C:10]([CH3:11])=[O:12].[ClH:1].[NH2:2][CH2:3][C:4](=[O:5])[O:6][CH2:7][CH3:8].[Na+:26].[Na+:28].[OH-:27].[OH2:40]>>[NH:2]([CH2:3][C:4](=[O:5])[O:6][CH2:7][CH3:8])[CH:10]([CH3:9])[CH3:11]. Starting materials: C(CC(=O)OC)(=O)OC (dimethyl malonate), CN(C)C(OC)OC (DMF-DMA). Product: CN(C)C=C(C(=O)OC)C(=O)OC (dimethyl 2-((dimethylamino)methylene)malonate). Isolated yield 98.7%. Reaction SMILES: [C:1]([O:8][CH3:9])(=[O:7])[CH2:2][C:3]([O:5][CH3:6])=[O:4].[CH3:10][N:11]([CH:13](OC)OC)[CH3:12]>>[CH3:10][N:11]([CH:13]=[C:2]([C:1]([O:8][CH3:9])=[O:7])[C:3]([O:5][CH3:6])=[O:4])[CH3:12]. Procedure details: A solution of dimethyl malonate (5 g, 37.9 mmol, 1 equiv) in DMF-DMA (11.3 g, 94.8 mmol, 2.5 equiv) was stirred at room temperature overnight. Then the reaction mixture was concentrated to give 7 g of the desired product, which was directly used for the next step without further purification. MS (ESI): 188 (MH+). Starting materials: COc1cc2nnc(C#N)c(Nc3ccc(C)cc3F)c2cc1Br, [K+], [K+], O=C([O-])[O-], O, c1ccc(P(c2ccccc2)(c2ccccc2)[Pd](P(c2ccccc2)(c2ccccc2)c2ccccc2)(P(c2ccccc2)(c2ccccc2)c2ccccc2)P(c2ccccc2)(c2ccccc2)c2ccccc2)cc1, OB(O)c1ccncc1. Product: COc1cc2nnc(C#N)c(Nc3ccc(C)cc3F)c2cc1-c1ccncc1. As a reaction SMILES: [Br:1][c:2]1[cH:3][c:4]2[c:5]([NH:16][c:17]3[c:18]([F:24])[cH:19][c:20]([CH3:23])[cH:21][cH:22]3)[c:6]([C:14]#[N:15])[n:7][n:8][c:9]2[cH:10][c:11]1[O:12][CH3:13].[K+:34].[K+:35].[O-:36][C:37]([O-:38])=[O:39].[OH2:40].[cH:41]1[cH:42][cH:43][c:44]([P:45]([Pd:46]([P:47]([c:48]2[cH:49][cH:50][cH:51][cH:52][cH:53]2)([c:54]2[cH:55][cH:56][cH:57][cH:58][cH:59]2)[c:60]2[cH:61][cH:62][cH:63][cH:64][cH:65]2)([P:66]([c:67]2[cH:68][cH:69][cH:70][cH:71][cH:72]2)([c:73]2[cH:74][cH:75][cH:76][cH:77][cH:78]2)[c:79]2[cH:80][cH:81][cH:82][cH:83][cH:84]2)[P:85]([c:86]2[cH:87][cH:88][cH:89][cH:90][cH:91]2)([c:92]2[cH:93][cH:94][cH:95][cH:96][cH:97]2)[c:98]2[cH:99][cH:100][cH:101][cH:102][cH:103]2)([c:104]2[cH:105][cH:106][cH:107][cH:108][cH:109]2)[c:110]2[cH:111][cH:112][cH:113][cH:114][cH:115]2)[cH:116][cH:117]1.[n:25]1[cH:26][cH:27][c:28]([B:31]([OH:32])[OH:33])[cH:29][cH:30]1>>[c:2]1(-[c:28]2[cH:27][cH:26][n:25][cH:30][cH:29]2)[cH:3][c:4]2[c:5]([NH:16][c:17]3[c:18]([F:24])[cH:19][c:20]([CH3:23])[cH:21][cH:22]3)[c:6]([C:14]#[N:15])[n:7][n:8][c:9]2[cH:10][c:11]1[O:12][CH3:13].